From a dataset of the Open Reaction Database (ORD), a public repository of structured organic reaction records. describe an organic reaction: reactants, conditions, products, and yield Reactants: Brc1cccc(Br)n1, [Li]CCCC, CCCC[Mg+], CN(C)C=O, CCCCCC, Cc1ccccc1, CC(=O)O, [Cl-], C1CCOC1. Product: O=Cc1cccc(Br)n1. RXN SMILES: [Br:12][c:13]1[n:14][c:15]([Br:19])[cH:16][cH:17][cH:18]1.[CH2:1]([Li:2])[CH2:3][CH2:4][CH3:5].[CH2:7]([Mg+:8])[CH2:9][CH2:10][CH3:11].[CH3:20][N:21]([CH:22]=[O:23])[CH3:24].[CH3:25][CH2:26][CH2:27][CH2:28][CH2:29][CH3:30].[CH3:31][c:32]1[cH:33][cH:34][cH:35][cH:36][cH:37]1.[CH3:43][C:44](=[O:45])[OH:46].[Cl-:6].[O:38]1[CH2:39][CH2:40][CH2:41][CH2:42]1>>[c:13]1([CH:22]=[O:23])[n:14][c:15]([Br:19])[cH:16][cH:17][cH:18]1. The reactants are [H][H] (hydrogen), [N+](=O)([O-])C1=C2C(C=CC(C2=CC=C1)=O)=O (5-nitro-1,4-naphthoquinone), [N+](=O)([O-])C=1C=C2C(C=CC(C2=CC1)=O)=O (6-nitro-1,4-naphthoquinone), [H][H] (hydrogen), [OH-].[Na+] (sodium hydroxide). The reagents and catalysts are [Pd] (palladium on carbon). The product is NC1=CC=CC=2C(C3=CC=CC=C3C(C12)=O)=O (1-aminoanthraquinone). The yield is 94.2%. RXN SMILES: [N+:1]([C:4]1[CH:13]=[CH:12][CH:11]=[C:10]2[C:5]=1[C:6](=[O:15])[CH:7]=[CH:8][C:9]2=[O:14])([O-])=O.[N+]([C:19]1[CH:20]=C2C(=[CH:27][CH:28]=1)C(=O)C=CC2=O)([O-])=O.[OH-].[Na+].[H][H]>[Pd]>[NH2:1][C:4]1[C:5]2[C:6](=[O:15])[C:7]3[C:8](=[CH:20][CH:19]=[CH:28][CH:27]=3)[C:9](=[O:14])[C:10]=2[CH:11]=[CH:12][CH:13]=1 |f:2.3|. Procedure details: 25.7 Grams (0.1 mol) of crude 5-nitrotetrahydroanthraquinone obtained by condensing in ethanol 1,3-butadiene and 5-nitro-1,4-naphthoquinone containing therein 10% of 6-nitro-1,4-naphthoquinone was placed in a reactor having an inner volume of 2 liters together with 514 grams (0.13 mol) of a 1% aqueous sodium hydroxide solution and 0.52 gram of a 5% palladium on carbon catalyst and was hydrogenated with hydrogen at room temperature and under normal pressure with agitation. The hydrogenation react... The reactants are BrC1=CC=C(C=C1)C1=NC=C(C=C1)CCCC=C (2-(p-bromophenyl)-5-(4-pentenyl)pyridine), CN(C=O)C (dimethylformamide), [Cu]C#N (copper(I) cyanide), Cl (hydrochloric acid). Reagents/catalysts: [Fe](Cl)(Cl)Cl (iron(III) chloride). The solvent is O (water). Reaction conditions: temperature 180 celsius. Product: C(CCC=C)C=1C=CC(=NC1)C1=CC=C(C#N)C=C1 (p-[5-(4-pentenyl)-2-pyridyl]benzonitrile). As a reaction SMILES: Br[C:2]1[CH:7]=[CH:6][C:5]([C:8]2[CH:13]=[CH:12][C:11]([CH2:14][CH2:15][CH2:16][CH:17]=[CH2:18])=[CH:10][N:9]=2)=[CH:4][CH:3]=1.[CH3:19][N:20](C)C=O.[Cu]C#N.Cl>[Fe](Cl)(Cl)Cl.O>[CH2:14]([C:11]1[CH:12]=[CH:13][C:8]([C:5]2[CH:6]=[CH:7][C:2]([C:19]#[N:20])=[CH:3][CH:4]=2)=[N:9][CH:10]=1)[CH2:15][CH2:16][CH:17]=[CH2:18]. Procedure details: A suspension of 5.59 g of 2-(p-bromophenyl)-5-(4-pentenyl)pyridine, 4 ml of dimethylformamide and 1.98 g of copper(I) cyanide was heated to 180° C. for 3 hours while stirring. The brown reaction mixture was then cooled to room temperature, subsequently poured into a mixture of 3.67 g of iron(III) chloride, 36.7 ml of water and 0.245 ml of concentrated hydrochloric acid and stirred at 55° C. for a further 1 hour. Thereafter, the mixture was cooled and partitioned between methylene chloride and wa... The reactants are ClCC1=NN=C(S1)N=C=O (5-chloromethyl-1,3,4-thiadiazol-2-yl isocyanate), dimethyl acetal, CNCC=O (2-methylaminoacetaldehyde). The solvent is C1=CC=CC=C1 (benzene), C1=CC=CC=C1 (benzene). The product is dimethyl acetal, CN(C(=O)NC=1SC(=NN1)CCl)CC=O (2-[1-methyl-3-(5-chloromethyl-1,3,4-thiadiazol-2-yl)ureido]acetaldehyde). RXN SMILES: [Cl:1][CH2:2][C:3]1[S:7][C:6]([N:8]=[C:9]=[O:10])=[N:5][N:4]=1.[CH3:11][NH:12][CH2:13][CH:14]=[O:15]>C1C=CC=CC=1>[CH3:11][N:12]([CH2:13][CH:14]=[O:15])[C:9]([NH:8][C:6]1[S:7][C:3]([CH2:2][Cl:1])=[N:4][N:5]=1)=[O:10]. Reported procedure: A mixture of 5-chloromethyl-1,3,4-thiadiazol-2-yl isocyanate dimer (9.5 grams), the dimethyl acetal of 2-methylaminoacetaldehyde (5.8 grams) and benzene (60 ml) are charged into a glass reaction vessel equipped with a mechanical stirrer and reflux condenser. The reaction mixture is heated at reflux for a period of about 15 minutes. After this time the mixture is stripped of benzene under reduced pressure to yield a solid product as the residue. This product is recrystallized to yield the desired... The product is C(#N)NC(=NCC#C)NCCSCC1=C(N=CN1)C (N-Cyano-N'-{2-[(4-methyl-5-imidazolyl)methylthio]ethyl}-N"-propargylguanidine). Procedure details: N-Cyano-N'-{2-[(4-methyl-5-imidazolyl)methylthio]ethyl}-N"-(4-pentyn-1-yl)guanidine or a nontoxic pharmaceutically acceptable acid addition salt thereof. ⟦11. N-Cyano-N-'-{2-[(4-methyl-5-imidazolyl)methylthio]ethyl}-N"-(2-methyl-3-butyn-2-yl)guanidine or a nontoxic pharmaceutically acceptable acid addition As a reaction SMILES: [C:1]([NH:3][C:4]([NH:11][CH2:12][CH2:13][S:14][CH2:15][C:16]1[NH:20][CH:19]=[N:18][C:17]=1[CH3:21])=[N:5][CH2:6][CH2:7][CH2:8]C#C)#[N:2].C(NC(NCCSCC1NC=NC=1C)=NC(C)(C#C)C)#N>>[C:1]([NH:3][C:4]([NH:11][CH2:12][CH2:13][S:14][CH2:15][C:16]1[NH:20][CH:19]=[N:18][C:17]=1[CH3:21])=[N:5][CH2:6][C:7]#[CH:8])#[N:2]. Reactants: C(#N)NC(=NCCCC#C)NCCSCC1=C(N=CN1)C (N-Cyano-N'-{2-[(4-methyl-5-imidazolyl)methylthio]ethyl}-N"-(4-pentyn-1-yl)guanidine), C(#N)NC(=NC(C)(C#C)C)NCCSCC1=C(N=CN1)C (N-Cyano-N-'-{2-[(4-methyl-5-imidazolyl)methylthio]ethyl}-N"-(2-methyl-3-butyn-2-yl)guanidine). Reactants: ClC1=C(OC2=CC(N(C2)C(C(=O)NC2=NN(C=C2)C[C@H]2OC(OC2)(C)C)CC(F)F)=O)C=CC=C1 (2-[4-(2-chloro-phenoxy)-2-oxo-2,5-dihydro-pyrrol-1-yl]-N-[1-((R)-2,2-dimethyl-[1,3]dioxolan-4-yl-methyl)-1-H-pyrazol-3-yl]-4,4-difluoro-butyramide), CO (methanol), O.C1(=CC=C(C=C1)S(=O)(=O)O)C (p-toluenesulfonic acid hydrate). The solvent is ClCCl (dichloromethane). Reaction conditions: temperature 25 celsius, time 16 hour. Product: ClC1=C(OC2=CC(N(C2)C(C(=O)NC2=NN(C=C2)C[C@H](CO)O)CC(F)F)=O)C=CC=C1 (2-[4-(2-chloro-phenoxy)-2-oxo-2,5-dihydro-pyrrol-1-yl]-N-[1-((R)-2,3-dihydroxy-propyl)-1H-pyrazol-3-yl]-4,4-difluoro-butyramide). Yield: 66.1%. RXN SMILES: [Cl:1][C:2]1[CH:35]=[CH:34][CH:33]=[CH:32][C:3]=1[O:4][C:5]1[CH2:9][N:8]([CH:10]([CH2:27][CH:28]([F:30])[F:29])[C:11]([NH:13][C:14]2[CH:18]=[CH:17][N:16]([CH2:19][C@@H:20]3[CH2:24][O:23]C(C)(C)[O:21]3)[N:15]=2)=[O:12])[C:7](=[O:31])[CH:6]=1.CO.O.C1(C)C=CC(S(O)(=O)=O)=CC=1>ClCCl>[Cl:1][C:2]1[CH:35]=[CH:34][CH:33]=[CH:32][C:3]=1[O:4][C:5]1[CH2:9][N:8]([CH:10]([CH2:27][CH:28]([F:30])[F:29])[C:11]([NH:13][C:14]2[CH:18]=[CH:17][N:16]([CH2:19][C@@H:20]([OH:21])[CH2:24][OH:23])[N:15]=2)=[O:12])[C:7](=[O:31])[CH:6]=1 |f:2.3|. Procedure: In a round bottom flask was placed 2-[4-(2-chloro-phenoxy)-2-oxo-2,5-dihydro-pyrrol-1-yl]-N-[1-((R)-2,2-dimethyl-[1,3]dioxolan-4-yl-methyl)-1-H-pyrazol-3-yl]-4,4-difluoro-butyramide (180 mg, 0.35 mmol), methanol (5 mL) and p-toluenesulfonic acid hydrate (20 mg). The mixture was stirred at 25° C. for 16 h and then diluted with dichloromethane and concentrated in vacuo with silica gel (2 g). Purification by Biotage flash chromatography (Aspire, 40 g column, 100% ethyl acetate to 5% methanol/ethyl ...